Dataset: the Open Reaction Database (ORD), a public repository of structured organic reaction records. Task: describe an organic reaction: reactants, conditions, products, and yield Reactants: ClC=1C=CC(=C(C1)C(C)=O)O (1-(5-chloro-2-hydroxyphenyl)ethanone), O1CCN(CC1)S(=O)(=O)C=1C=NC=C(C(=O)NN)C1 (5-(morpholinosulfonyl)nicotinohydrazide). Run in CO (Methanol), C(C)(=O)O (acetic acid). Run at temperature 70 celsius. The product is ClC=1C=CC(=C(C1)\C(\C)=N\NC(C1=CN=CC(=C1)S(=O)(=O)N1CCOCC1)=O)O ((E)-N′-(1-(5-chloro-2-hydroxyphenyl)ethylidene)-5-(morpholinosulfonyl)nicotinohydrazide). Yield: 65.7%. As a reaction SMILES: [Cl:1][C:2]1[CH:3]=[CH:4][C:5]([OH:11])=[C:6]([C:8](=O)[CH3:9])[CH:7]=1.[O:12]1[CH2:17][CH2:16][N:15]([S:18]([C:21]2[CH:22]=[N:23][CH:24]=[C:25]([CH:30]=2)[C:26]([NH:28][NH2:29])=[O:27])(=[O:20])=[O:19])[CH2:14][CH2:13]1>CO.C(O)(=O)C>[Cl:1][C:2]1[CH:3]=[CH:4][C:5]([OH:11])=[C:6](/[C:8](=[N:29]/[NH:28][C:26](=[O:27])[C:25]2[CH:30]=[C:21]([S:18]([N:15]3[CH2:14][CH2:13][O:12][CH2:17][CH2:16]3)(=[O:20])=[O:19])[CH:22]=[N:23][CH:24]=2)/[CH3:9])[CH:7]=1. Procedure details: 1-(5-chloro-2-hydroxyphenyl)ethanone (6.55 mg, 0.038 mmol) and 5-(morpholinosulfonyl)nicotinohydrazide (10 mg, 0.035 mmol) was dissolved in Methanol (3 ml) in the presence of acetic acid as a catalyst and then the reaction mixture was refluxed for 12 h at 70° C. Reaction was monitored by TLC. After completion of the reaction, following cooling, the solvent was removed by vacuum and the resulting crude material was purified by flash column chromatography (2% CH3OH/CH2Cl2) afforded the title compo... Starting materials: Cl, Cl, Cl, NC1CCC(CCN2CCN(c3nccc4c3OCC4)CC2)CC1, CCC(O)CC(=O)O. Product: CCC(O)CC(=O)NC1CCC(CCN2CCN(c3nccc4c3OCC4)CC2)CC1. RXN SMILES: [ClH:1].[ClH:2].[ClH:3].[O:4]1[CH2:5][CH2:6][c:7]2[c:8]1[c:9]([N:13]1[CH2:14][CH2:15][N:16]([CH2:19][CH2:20][CH:21]3[CH2:22][CH2:23][CH:24]([NH2:27])[CH2:25][CH2:26]3)[CH2:17][CH2:18]1)[n:10][cH:11][cH:12]2.[OH:28][CH:29]([CH2:30][C:31](=[O:32])[OH:33])[CH2:34][CH3:35]>>[O:4]1[CH2:5][CH2:6][c:7]2[c:8]1[c:9]([N:13]1[CH2:14][CH2:15][N:16]([CH2:19][CH2:20][CH:21]3[CH2:22][CH2:23][CH:24]([NH:27][C:31]([CH2:30][CH:29]([OH:28])[CH2:34][CH3:35])=[O:32])[CH2:25][CH2:26]3)[CH2:17][CH2:18]1)[n:10][cH:11][cH:12]2.